Dataset: the Open Reaction Database (ORD), a public repository of structured organic reaction records. Task: describe an organic reaction: reactants, conditions, products, and yield Starting materials: FC1=C(C=O)C(=CC(=C1)F)F (2,4,6-Trifluoro-benzaldehyde), CNN (methylhydrazine). Solvent: CCOCC (Et2O). Conditions: time 8 hour. Yields the product FC1=C(C(=CC(=C1)F)F)\C=N\N ([1-(2,4,6-Trifluoro-phenyl)-meth-(E)-ylidene]-hydrazine). Reaction SMILES: [F:1][C:2]1[CH:9]=[C:8]([F:10])[CH:7]=[C:6]([F:11])[C:3]=1[CH:4]=O.C[NH:13][NH2:14]>CCOCC>[F:1][C:2]1[CH:9]=[C:8]([F:10])[CH:7]=[C:6]([F:11])[C:3]=1/[CH:4]=[N:13]/[NH2:14]. Procedure details: 2,4,6-Trifluoro-benzaldehyde (x) (4.5 g, 27.3 mmol) was dissolved in Et2O, methylhydrazine was added (1.43 mL, 27.3 mmol) and the RM was stirred overnight. The solvent was evaporated and the solid residue was suspended in a mixture of pentane and EtOAc to afford after filtration the title compound as a bright yellow crystalline solid (tR 4.95 min (conditions 3), MH+=198.1).